This data is from the Open Reaction Database (ORD), a public repository of structured organic reaction records. The task is: describe an organic reaction: reactants, conditions, products, and yield The reactants are N1C(=O)NC(=O)C1.N[C@@H]([C@@H](C)CC)C(=O)O (L-isoleucine hydantoin), N1C(=O)NC(=O)C1.N[C@H]([C@@H](C)CC)C(=O)O (D-allo-isoleucine hydantoin), N1C(=O)NC(=O)C1.N[C@H]([C@@H](C)CC)C(=O)O (D-allo-isoleucine hydantoin). Product: C(N)(=O)N[C@H]([C@@H](C)CC)C(=O)O (N-carbamoyl-D-allo-isoleucine). RXN SMILES: [NH:1]1CC(=O)N[C:2]1=[O:3].[NH2:8][C@H:9]([C:14]([OH:16])=[O:15])[C@H:10]([CH2:12][CH3:13])[CH3:11].N1CC(=O)NC1=O.N[C@@H](C(O)=O)[C@H](CC)C>>[C:2]([NH:8][C@@H:9]([C:14]([OH:16])=[O:15])[C@H:10]([CH2:12][CH3:13])[CH3:11])(=[O:3])[NH2:1] |f:0.1,2.3|. Procedure: When this racemization occurs in the presence of a D-hydantoinase, the L-isoleucine hydantoin establishes an equilibrium with the D-allo-isoleucine hydantoin, and the D-allo-isoleucine hydantoin is selectively hydrolyzed by the D-hydantoinase to form the N-carbamoyl-D-allo-isoleucine. As the D-allo-isoleucine hydantoin is depleted from the mixture by D-hydantoinase-catalyzed hydrolysis, the equilibrium between the L-isoleucine hydantoin and the D-allo-isoleucine hydantoin is re-established under... The reactants are O=C(Cl)C1CCC1, CCN(C(C)C)C(C)C, Clc1ccc(C2(CN3CCCC(CNc4ccccc4)C3)CCC2)cc1, ClCCl. Product: O=C(C1CCC1)N(CC1CCCN(CC2(c3ccc(Cl)cc3)CCC2)C1)c1ccccc1. As a reaction SMILES: [CH:27]1([C:31](=[O:32])[Cl:33])[CH2:28][CH2:29][CH2:30]1.[CH:34]([N:35]([CH:36]([CH3:37])[CH3:38])[CH2:39][CH3:40])([CH3:41])[CH3:42].[Cl:1][c:2]1[cH:3][cH:4][c:5]([C:8]2([CH2:12][N:13]3[CH2:14][CH:15]([CH2:19][NH:20][c:21]4[cH:22][cH:23][cH:24][cH:25][cH:26]4)[CH2:16][CH2:17][CH2:18]3)[CH2:9][CH2:10][CH2:11]2)[cH:6][cH:7]1.[Cl:43][CH2:44][Cl:45]>>[Cl:1][c:2]1[cH:3][cH:4][c:5]([C:8]2([CH2:12][N:13]3[CH2:14][CH:15]([CH2:19][N:20]([c:21]4[cH:22][cH:23][cH:24][cH:25][cH:26]4)[C:31]([CH:27]4[CH2:28][CH2:29][CH2:30]4)=[O:32])[CH2:16][CH2:17][CH2:18]3)[CH2:9][CH2:10][CH2:11]2)[cH:6][cH:7]1.